Task: describe an organic reaction: reactants, conditions, products, and yield. Dataset: the Open Reaction Database (ORD), a public repository of structured organic reaction records Starting materials: C(C1=CC=CC=C1)OC1=CC=C(COC(=O)N2CCNCC2)C=C1 (piperazine-1-carboxylic acid 4-benzyloxy-benzyl ester), FC1=CC=C(COC2=CC=C(COC(=O)N3CCN(CC3)C(=O)OCC3C4=CC=CC=C4C=4C=CC=CC34)C=C2)C=C1 (piperazine-1,4-dicarboxylic acid 9H-fluoren-9-ylmethyl ester 4-(4-fluoro-benzyloxy)-benzyl ester), N1CCOCC1 (morpholine). Reaction SMILES: C(OC1C=CC(COC(N2CCNCC2)=O)=CC=1)C1C=CC=CC=1.[F:25][C:26]1[CH:66]=[CH:65][C:29]([CH2:30][O:31][C:32]2[CH:64]=[CH:63][C:35]([CH2:36][O:37][C:38]([N:40]3[CH2:45][CH2:44][N:43](C(OCC4C5C=CC=CC=5C5C4=CC=CC=5)=O)[CH2:42][CH2:41]3)=[O:39])=[CH:34][CH:33]=2)=[CH:28][CH:27]=1.N1CCOCC1>>[F:25][C:26]1[CH:27]=[CH:28][C:29]([CH2:30][O:31][C:32]2[CH:64]=[CH:63][C:35]([CH2:36][O:37][C:38]([N:40]3[CH2:41][CH2:42][NH:43][CH2:44][CH2:45]3)=[O:39])=[CH:34][CH:33]=2)=[CH:65][CH:66]=1. Procedure details: Prepared in analogy to piperazine-1-carboxylic acid 4-benzyloxy-benzyl ester (Example 41) from piperazine-1,4-dicarboxylic acid 9H-fluoren-9-ylmethyl ester 4-(4-fluoro-benzyloxy)-benzyl ester and morpholine: colourless, waxy solid: IR (Nujol): 3341 cm−1, 1689 cm−1. 1H-NMR (CDCl3): 1.75 br, 1H; 2.85–2.90 m, 4H and 3.40–3.55 m, 4H; 5.02 s, 2H; 5.07 s, 2H; 6.94 d, J=8.4 Hz, 2H, 7.07 t, J=8.8 Hz, 2H, 7.30 d, J=8.4 Hz, 2H and 7.38–7.42 m, 2H. MS (EI): 344.3 M+. Product: FC1=CC=C(COC2=CC=C(COC(=O)N3CCNCC3)C=C2)C=C1 (Piperazine-1-carboxylic acid 4-(4-fluoro-benzyloxy)-benzyl ester).